This data is from the Open Reaction Database (ORD), a public repository of structured organic reaction records. The task is: describe an organic reaction: reactants, conditions, products, and yield Starting materials: CC(=O)C1CC1 (cyclopropyl methyl ketone), Cl (hydrochloric acid), [H-].[Na+] (sodium hydride), C(OCC=C)(OCC=C)=O (diallyl carbonate). Solvent: C(C)OCC (diethyl ether), O (water), O1CCCC1 (tetrahydrofuran). Yields the product β-ketoester, C1(CC1)C(=O)CC(=O)OCC=C (carboallyloxymethyl cyclopropyl ketone). As a reaction SMILES: [C:1](=[O:10])([O:6][CH2:7][CH:8]=[CH2:9])OCC=C.[H-].[Na+].[CH3:13][C:14]([CH:16]1[CH2:18][CH2:17]1)=[O:15].Cl>C(OCC)C.O.O1CCCC1>[CH:16]1([C:14]([CH2:13][C:1]([O:6][CH2:7][CH:8]=[CH2:9])=[O:10])=[O:15])[CH2:18][CH2:17]1 |f:1.2|. Procedure details: To a round bottom flask equipped with an addition funnel and cold water condenser was added, 21.3 grams (0.15 mol.) of diallyl carbonate and 50 mL of tetrahydrofuran and the mixture was stirred. Next, sodium hydride, 8.4 grams (0.21 mol.), was added portion-wise. To the reaction mixture was added, 12.6 grams (0.15 mol.) of cyclopropyl methyl ketone (dissolved in 25 mL of tetrahydrofuran) via the addition funnel. The mixture was heated to relux and heated for an additional 1 hour. Subsequently, t... Starting materials: CC(C)(C)OC(=O)N1COC(=O)C1Cc1ccccc1, [Li]CCCC, CCCCCC, ClCBr, [K+], C1CCOC1, O=S(=O)([O-])O. Product: CC(C)(C)OC(=O)N1COC(O)(CCl)C1Cc1ccccc1. Reaction SMILES: [C:1]([CH3:2])([CH3:3])([CH3:4])[O:5][C:6](=[O:7])[N:8]1[CH2:9][O:10][C:11](=[O:20])[CH:12]1[CH2:13][c:14]1[cH:15][cH:16][cH:17][cH:18][cH:19]1.[CH2:24]([Li:25])[CH2:26][CH2:27][CH3:28].[CH3:35][CH2:36][CH2:37][CH2:38][CH2:39][CH3:40].[Cl:21][CH2:22][Br:23].[K+:34].[O:41]1[CH2:42][CH2:43][CH2:44][CH2:45]1.[S:29]([O-:30])([OH:31])(=[O:32])=[O:33]>>[C:1]([CH3:2])([CH3:3])([CH3:4])[O:5][C:6](=[O:7])[N:8]1[CH2:9][O:10][C:11]([OH:20])([CH2:22][Cl:21])[CH:12]1[CH2:13][c:14]1[cH:15][cH:16][cH:17][cH:18][cH:19]1. Reported procedure: A solution of 1.46 g (5.15 mmol) methyl-(6-morpholin-4-yl-4-o-tolyl-pyridin-3-yl)-amine and 1.32 ml (7.73 mmol) N-ethyldiisopropylamine in 15 ml dichloromethane was cooled in an ice bath and 1.8 g (5.67 mmol) 2-(3,5-bis-trifluoromethyl-phenyl)-2-methyl-propionyl chloride were added dropwise. The reaction mixture was warmed to 35-40° C. for 3 h, cooled to room temperature again and was stirred with 25 ml saturated sodium bicarbonate solution. The organic layer was separated and the aqueous phase ... Run in ClCCl (dichloromethane). As a reaction SMILES: [CH3:1][NH:2][C:3]1[CH:4]=[N:5][C:6]([N:16]2[CH2:21][CH2:20][O:19][CH2:18][CH2:17]2)=[CH:7][C:8]=1[C:9]1[CH:14]=[CH:13][CH:12]=[CH:11][C:10]=1[CH3:15].C(N(C(C)C)C(C)C)C.[F:31][C:32]([F:50])([F:49])[C:33]1[CH:34]=[C:35]([C:43]([CH3:48])([CH3:47])[C:44](Cl)=[O:45])[CH:36]=[C:37]([C:39]([F:42])([F:41])[F:40])[CH:38]=1.C(=O)(O)[O-].[Na+]>ClCCl>[F:31][C:32]([F:50])([F:49])[C:33]1[CH:34]=[C:35]([C:43]([CH3:48])([CH3:47])[C:44]([N:2]([CH3:1])[C:3]2[CH:4]=[N:5][C:6]([N:16]3[CH2:21][CH2:20][O:19][CH2:18][CH2:17]3)=[CH:7][C:8]=2[C:9]2[CH:14]=[CH:13][CH:12]=[CH:11][C:10]=2[CH3:15])=[O:45])[CH:36]=[C:37]([C:39]([F:42])([F:41])[F:40])[CH:38]=1 |f:3.4|. The reactants are C([O-])(O)=O.[Na+] (sodium bicarbonate), CNC=1C=NC(=CC1C1=C(C=CC=C1)C)N1CCOCC1 (methyl-(6-morpholin-4-yl-4-o-tolyl-pyridin-3-yl)-amine), C(C)N(C(C)C)C(C)C (N-ethyldiisopropylamine), FC(C=1C=C(C=C(C1)C(F)(F)F)C(C(=O)Cl)(C)C)(F)F (2-(3,5-bis-trifluoromethyl-phenyl)-2-methyl-propionyl chloride). Run at temperature 37.5 celsius. Yields the product FC(C=1C=C(C=C(C1)C(F)(F)F)C(C(=O)N(C=1C=NC(=CC1C1=C(C=CC=C1)C)N1CCOCC1)C)(C)C)(F)F (2-(3,5-Bis-trifluoromethyl-phenyl)-N-methyl-N-(6-morpholin-4-yl-4-o-tolyl-pyridin-3-yl)-isobutyramide). The reactants are NC1=NC=C(C(=C1N)N[C@H]1[C@H]([C@@H]2C=C[C@H]1C2)C(=O)N)Cl ((1S,2S,3R,4R)-3-(2,3-Diamino-5-chloro-pyridin-4-ylamino)-bicyclo[2.2.1]hept-5-ene-2-carboxylic acid amide), ClC1=C(C=O)C=CC=C1 (2-Chlorobenzaldehyde), C(C)(=O)[O-].[NH4+] (Ammonium acetate). Product: ClC=1C(=C2C(=NC1)NC(=N2)C2=C(C=CC=C2)Cl)N[C@H]2[C@H]([C@@H]1C=C[C@H]2C1)C(=O)N ((1S,2S,3R,4R)-3-[6-Chloro-2-(2-chloro-phenyl)-3H-imidazo[4,5-b]pyridin-7-ylamino]-bicyclo[2.2.1]hept-5-ene-2-carboxylic acid amide). Isolated yield 23.0%. RXN SMILES: [NH2:1][C:2]1[C:7]([NH2:8])=[C:6]([NH:9][C@@H:10]2[C@@H:15]3[CH2:16][C@@H:12]([CH:13]=[CH:14]3)[C@@H:11]2[C:17]([NH2:19])=[O:18])[C:5]([Cl:20])=[CH:4][N:3]=1.[Cl:21][C:22]1[CH:29]=[CH:28][CH:27]=[CH:26][C:23]=1[CH:24]=O.C([O-])(=O)C.[NH4+]>>[Cl:20][C:5]1[C:6]([NH:9][C@@H:10]2[C@@H:15]3[CH2:16][C@@H:12]([CH:13]=[CH:14]3)[C@@H:11]2[C:17]([NH2:19])=[O:18])=[C:7]2[N:8]=[C:24]([C:23]3[CH:26]=[CH:27][CH:28]=[CH:29][C:22]=3[Cl:21])[NH:1][C:2]2=[N:3][CH:4]=1 |f:2.3|. Reported procedure: In a similar fashion to Compound LXXXVII, (1S,2S,3R,4R)-3-(2,3-Diamino-5-chloro-pyridin-4-ylamino)-bicyclo[2.2.1]hept-5-ene-2-carboxylic acid amide (75.00 mg, 0.2553 mmol), 2-Chlorobenzaldehyde (39.4 mg, 0.281 mmol), and Ammonium acetate (39.4 mg, 0.511 mmol) were reacted to produce 24.35 mg (23%) of the title compound. (300 MHz, DMSO-d6) 13.15 (s, 1H), 7.99 (s, 1H), 7.84 (m, 1H), 7.74 (s, 1H), 7.64 (m, 1H), 7.53 (m, 2H), 7.20 (m, 2H), 6.29 (s, 2H), 5.14 (t, J=17 Hz, 8.5 Hz, 1H), 2.86 (s, 1H), 2... Reactants: C(C)(C)(C)C1=C(C(=CC(=C1)C(C)(C)C)C(N1CCCCC1)C1=CC=C(C=C1)C#N)O (2,4-di-tert-butyl-6-[(4-cyanophenyl)-piperidin-1-yl-methyl]-phenol), dichloro-[1,3-bis(diphenylphosphino)propane]palladium(II), C(=O)O (formic acid). Solvent: C1(=CC=CC=C1)C (toluene). Reaction conditions: temperature 140 celsius. The product is C(C)(C)(C)C=1C=C(C2=C(C(C(O2)=O)C2=CC=C(C=C2)C#N)C1)C(C)(C)C (5,7-di-tert-butyl-3-(4-cyanophenyl)-3H-benzofuran-2-one). The yield is 79.4%. Reaction SMILES: [C:1]([C:5]1[CH:10]=[C:9]([C:11]([CH3:14])([CH3:13])[CH3:12])[CH:8]=[C:7]([CH:15]([C:22]2[CH:27]=[CH:26][C:25]([C:28]#[N:29])=[CH:24][CH:23]=2)N2CCCCC2)[C:6]=1O)([CH3:4])([CH3:3])[CH3:2].[CH:31]([OH:33])=[O:32]>C1(C)C=CC=CC=1>[C:11]([C:9]1[CH:10]=[C:5]([C:1]([CH3:4])([CH3:3])[CH3:2])[C:6]2[O:32][C:31](=[O:33])[CH:15]([C:22]3[CH:23]=[CH:24][C:25]([C:28]#[N:29])=[CH:26][CH:27]=3)[C:7]=2[CH:8]=1)([CH3:14])([CH3:13])[CH3:12]. Procedure: A solution of 11.33 g (28.0 mmol) of compound (206), prepared according to Example 3a, in 150 ml of dry toluene is degassed using argon and then 33.6 mg (0.057 mmol) of dichloro-[1,3-bis(diphenylphosphino)propane]palladium(II) and 4.22 ml (112 mmol) of formic acid are added. The autoclave is flushed with carbon monoxide and sealed, and a carbon monoxide pressure of 6 bar is then applied. The reaction mixture is maintained at 140° C. for 14 hours. After cooling to room temperature, the reaction m... Starting materials: C(C)O (ethanol), C(C)O (ethanol), C(CCCCCCC\C=C/CCCCCCCC)(=O)O (oleic acid), C(C)O (ethanol), C(C)O (ethanol). Yields the product C(CCC\C=C/C\C=C/C\C=C/C\C=C/CCCCC)(=O)O (arachidonic acid). Reaction SMILES: [C:1]([OH:20])(=[O:19])[CH2:2][CH2:3][CH2:4][CH2:5][CH2:6][CH2:7][CH2:8]/[CH:9]=[CH:10]\[CH2:11][CH2:12][CH2:13][CH2:14][CH2:15][CH2:16][CH2:17][CH3:18].[CH2:21](O)[CH3:22]>>[C:1]([OH:20])(=[O:19])[CH2:2][CH2:3][CH2:4]/[CH:5]=[CH:6]\[CH2:7]/[CH:8]=[CH:9]\[CH2:10]/[CH:11]=[CH:12]\[CH2:13]/[CH:14]=[CH:15]\[CH2:16][CH2:17][CH2:18][CH2:21][CH3:22]. Reported procedure: Rats receiving intragastric pretreatment with PL solution only had 3 hours after ethanol macroscopic hemorrhagic lesions involving 35.8±2% of glandular mucosal area. Treatment with oleic acid did not change significantly occurrence of mucosal hemorrhagic lesions--29.1±3%. Rats receiving pretreatment with 120 mM and 240 mM LLC had significantly decreased macroscopic hemorrhagic lesions--6.5±1% and 1.3±0.5% respectively (p<0.01) 3 hours after ethanol. Macroscopic protection rat gastric mucosa agai... Reactants: CCOC(=O)c1ccc(C(NCC(=O)Nc2c(C(C)C)cccc2C(C)C)c2ccccc2)cc1, CO, [Na+], [OH-]. Yields the product CC(C)c1cccc(C(C)C)c1NC(=O)CNC(c1ccccc1)c1ccc(C(=O)O)cc1. RXN SMILES: [CH2:1]([CH3:2])[O:3][C:4]([c:5]1[cH:6][cH:7][c:8]([CH:11]([c:12]2[cH:13][cH:14][cH:15][cH:16][cH:17]2)[NH:18][CH2:19][C:20](=[O:21])[NH:22][c:23]2[c:24]([CH:32]([CH3:33])[CH3:34])[cH:25][cH:26][cH:27][c:28]2[CH:29]([CH3:30])[CH3:31])[cH:9][cH:10]1)=[O:35].[CH3:38][OH:39].[Na+:37].[OH-:36]>>[O:3]=[C:4]([c:5]1[cH:6][cH:7][c:8]([CH:11]([c:12]2[cH:13][cH:14][cH:15][cH:16][cH:17]2)[NH:18][CH2:19][C:20](=[O:21])[NH:22][c:23]2[c:24]([CH:32]([CH3:33])[CH3:34])[cH:25][cH:26][cH:27][c:28]2[CH:29]([CH3:30])[CH3:31])[cH:9][cH:10]1)[OH:35].